From a dataset of the Open Reaction Database (ORD), a public repository of structured organic reaction records. describe an organic reaction: reactants, conditions, products, and yield Starting materials: C(C)(C)(C)OC(=O)N[C@@H]1C(N(CCC1)CC(=O)O)=O ((S)-3-[(tert-butoxycarbonyl)amino]-2-oxo-1-piperidineacetic acid), C(C1=CC=CC=C1)Br (benzyl bromide), C(=O)([O-])[O-].[K+].[K+] (K2CO3). Solvent: C(C)#N (acetonitrile), CN(C=O)C (N,N-dimethylformamide). The product is C(C)(C)(C)OC(=O)N[C@@H]1C(N(CCC1)CC(=O)OCC1=CC=CC=C1)=O ((S)-3-[(tert-Butoxycarbonyl)amino]-2oxo-1-piperidineacetic acid, benzyl ester). Isolated yield 95.7%. As a reaction SMILES: [C:1]([O:5][C:6]([NH:8][C@H:9]1[CH2:14][CH2:13][CH2:12][N:11]([CH2:15][C:16]([OH:18])=[O:17])[C:10]1=[O:19])=[O:7])([CH3:4])([CH3:3])[CH3:2].C([O-])([O-])=O.[K+].[K+].[CH2:26](Br)[C:27]1[CH:32]=[CH:31][CH:30]=[CH:29][CH:28]=1>C(#N)C.CN(C)C=O>[C:1]([O:5][C:6]([NH:8][C@H:9]1[CH2:14][CH2:13][CH2:12][N:11]([CH2:15][C:16]([O:18][CH2:26][C:27]2[CH:32]=[CH:31][CH:30]=[CH:29][CH:28]=2)=[O:17])[C:10]1=[O:19])=[O:7])([CH3:4])([CH3:2])[CH3:3] |f:1.2.3|. Procedure details: To a suspension of 21 (20.0 g, 0.0735 mol; see Example 46) in 700 mL of anhydrous acetonitrile and 30 mL of anhydrous N,N-dimethylformamide was added anhydrous, powdered K2CO3 (12.68 g, 0.0918 mol) followed by benzyl bromide (13.81 g, 0.0808 mol, 9.61 mL). The mixture was stirred and vigorously refluxed for 6 hrs, cooled, filtered, and evaporated. The residue was purified by flash chromatography on silica gel eluting with a gradient system of 40 to 50% ethyl acetate/hexane to afford 25.50 g (96%... Reactants: CC(=O)CC(=O)OC(C)(C)C, Cc1ccc(C(=C(C=CC=O)c2nnnn2C)c2ccc(C)cc2F)c(F)c1, C1CCOC1. The product is Cc1ccc(C(=C(C=CC(O)CC(=O)CC(=O)OC(C)(C)C)c2nnnn2C)c2ccc(C)cc2F)c(F)c1. As a reaction SMILES: [C:29]([CH2:30][C:31](=[O:32])[CH3:33])(=[O:34])[O:35][C:36]([CH3:37])([CH3:38])[CH3:39].[F:1][c:2]1[c:3]([C:9](=[C:10]([CH:11]=[CH:12][CH:13]=[O:14])[c:15]2[n:16][n:17][n:18][n:19]2[CH3:20])[c:21]2[c:22]([F:28])[cH:23][c:24]([CH3:27])[cH:25][cH:26]2)[cH:4][cH:5][c:6]([CH3:8])[cH:7]1.[O:40]1[CH2:41][CH2:42][CH2:43][CH2:44]1>>[F:1][c:2]1[c:3]([C:9](=[C:10]([CH:11]=[CH:12][CH:13]([OH:14])[CH2:33][C:31]([CH2:30][C:29](=[O:34])[O:35][C:36]([CH3:37])([CH3:38])[CH3:39])=[O:32])[c:15]2[n:16][n:17][n:18][n:19]2[CH3:20])[c:21]2[c:22]([F:28])[cH:23][c:24]([CH3:27])[cH:25][cH:26]2)[cH:4][cH:5][c:6]([CH3:8])[cH:7]1. Reaction SMILES: [C:1]([O:2][C:3](=[O:4])[N:7]([c:8]1[cH:9][cH:10][n:11][cH:12][cH:13]1)[CH2:14][CH2:15][O:16][c:17]1[cH:18][c:19]([Cl:39])[cH:20][c:21]([C:23]([N:24]([CH:25]([CH3:26])[CH3:27])[CH2:28][CH2:29][CH2:30][NH:31][C:32]([C:33]([CH3:34])([CH3:35])[CH3:36])=[O:37])=[O:38])[cH:22]1)([CH3:5])([CH3:6])[CH3:40].[Cl:48][CH2:49][Cl:50].[Cl:51][CH2:52][Cl:53].[F:41][C:42]([C:43](=[O:44])[OH:45])([F:46])[F:47]>>[F:41][C:42]([C:43](=[O:44])[OH:45])([F:46])[F:47].[NH:7]([c:8]1[cH:9][cH:10][n:11][cH:12][cH:13]1)[CH2:14][CH2:15][O:16][c:17]1[cH:18][c:19]([Cl:39])[cH:20][c:21]([C:23]([N:24]([CH:25]([CH3:26])[CH3:27])[CH2:28][CH2:29][CH2:30][NH:31][C:32]([C:33]([CH3:34])([CH3:35])[CH3:36])=[O:37])=[O:38])[cH:22]1. Reactants: CC(C)N(CCCNC(=O)C(C)(C)C)C(=O)c1cc(Cl)cc(OCCN(C(=O)OC(C)(C)C)c2ccncc2)c1, ClCCl, ClCCl, O=C(O)C(F)(F)F. Product: O=C(O)C(F)(F)F, CC(C)N(CCCNC(=O)C(C)(C)C)C(=O)c1cc(Cl)cc(OCCNc2ccncc2)c1. Reactants: O (water), [OH-].[Na+] (sodium hydroxide), O (water), [H-].[Al+3].[Li+].[H-].[H-].[H-] (Lithium aluminium hydride), C(C1=CC=CC=C1)(C1=CC=CC=C1)N1CCN(CC1)CCC(=O)NC1=C(C=CC(=C1)C)O (2-[3-(4-benzhydrylpiperazino)propionyl]amino-4-methylphenol). The solvent is O1CCCC1 (tetrahydrofuran), O1CCCC1 (tetrahydrofuran). Reaction conditions: time 30 minute. Product: C(C1=CC=CC=C1)(C1=CC=CC=C1)N1CCN(CC1)CCCNC1=C(C=CC(=C1)C)O (2-[3-(4-benzhydrylpiperazino)propyl]amino-4-methylphenol). Reaction SMILES: [H-].[Al+3].[Li+].[H-].[H-].[H-].[CH:7]([N:20]1[CH2:25][CH2:24][N:23]([CH2:26][CH2:27][C:28]([NH:30][C:31]2[CH:36]=[C:35]([CH3:37])[CH:34]=[CH:33][C:32]=2[OH:38])=O)[CH2:22][CH2:21]1)([C:14]1[CH:19]=[CH:18][CH:17]=[CH:16][CH:15]=1)[C:8]1[CH:13]=[CH:12][CH:11]=[CH:10][CH:9]=1.O.[OH-].[Na+]>O1CCCC1>[CH:7]([N:20]1[CH2:21][CH2:22][N:23]([CH2:26][CH2:27][CH2:28][NH:30][C:31]2[CH:36]=[C:35]([CH3:37])[CH:34]=[CH:33][C:32]=2[OH:38])[CH2:24][CH2:25]1)([C:14]1[CH:15]=[CH:16][CH:17]=[CH:18][CH:19]=1)[C:8]1[CH:13]=[CH:12][CH:11]=[CH:10][CH:9]=1 |f:0.1.2.3.4.5,8.9|. Procedure details: Lithium aluminium hydride (606 mg, 16.0 mmol) was added to tetrahydrofuran (25 ml) in several divided portions under ice-cooling, and thereto was added dropwise a solution of the compound (2) (3.43 g, 7.98 mmol) obtained above in tetrahydrofuran (15 ml). The mixture was heated under reflux for 3 hours, and thereto was added water (0.5 ml), 10% sodium hydroxide (0.5 ml) and water (1.0 ml) in that order under ice-cooling. The mixture was stirred at room temperature for 30 minutes. The inorganic su...